describe an organic reaction: reactants, conditions, products, and yield From a dataset of the Open Reaction Database (ORD), a public repository of structured organic reaction records. The reactants are [Cl-].O[NH3+] (hydroxylammonium chloride), N1=CC=CC=C1 (pyridine), FC(C(=O)C1=CC=C(C=C1)OC)(F)F (2,2,2-trifluoro-1-(4-methoxyphenyl)-ethanone). Solvent: C(C)O (ethanol). Product: FC(C(=NO)C1=CC=C(C=C1)OC)(F)F (2,2,2-trifluoro-1-(4-methoxyphenyl)-ethanone oxime). The yield is 49.4%. Reaction SMILES: [F:1][C:2]([F:14])([F:13])[C:3]([C:5]1[CH:10]=[CH:9][C:8]([O:11][CH3:12])=[CH:7][CH:6]=1)=O.[Cl-].[OH:16][NH3+:17].N1C=CC=CC=1>C(O)C>[F:1][C:2]([F:14])([F:13])[C:3]([C:5]1[CH:10]=[CH:9][C:8]([O:11][CH3:12])=[CH:7][CH:6]=1)=[N:17][OH:16] |f:1.2|. Reported procedure: 10 g (49.0 mmol) of 2,2,2-trifluoro-1-(4-methoxyphenyl)-ethanone are dissolved in 100 ml of ethanol. To the solution are added 4.1 g (58.8 mmol) of hydroxylammonium chloride and 11.9 ml (147 mmol) of pyridine. The reaction mixture is refluxed for 4 hours, and the solvent is distilled off by a rotary evaporator. The residue is poured into 50 ml of water, and extracted with 100 ml and 50 ml of ethyl acetate. The organic phase is washed with potassium hydrogen sulfate aqueous solution, water, and b... Reactants: C(C)N1CCN(CC1)C1=NC(=CC2=CC=CC=C12)C1=CC=C(C=C1)C(N(C)CCOCC1=CC=CC=C1)=O (1-(4-ethylpiperazin-1-yl)-3-{4-(N-(2-benzyloxyethyl)-N-methylcarbamoyl]phenyl}isoquinoline), Cl (hydrochloride). The reagents and catalysts are [Pd] (palladium/carbon). The solvent is CO (methanol). The product is C(C)N1CCN(CC1)C1=NC(=CC2=CC=CC=C12)C1=CC=C(C=C1)C(N(C)CCO)=O (1-(4-ethylpiperazin-1-yl)-3-{4-[N-(2-hydroxyethyl)-N-methylcarbamoyl]phenyl}isoquinoline). Yield: 72.2%. Reaction SMILES: [CH2:1]([N:3]1[CH2:8][CH2:7][N:6]([C:9]2[C:18]3[C:13](=[CH:14][CH:15]=[CH:16][CH:17]=3)[CH:12]=[C:11]([C:19]3[CH:24]=[CH:23][C:22]([C:25](=[O:38])[N:26]([CH2:28][CH2:29][O:30]CC4C=CC=CC=4)[CH3:27])=[CH:21][CH:20]=3)[N:10]=2)[CH2:5][CH2:4]1)[CH3:2].Cl>CO.[Pd]>[CH2:1]([N:3]1[CH2:8][CH2:7][N:6]([C:9]2[C:18]3[C:13](=[CH:14][CH:15]=[CH:16][CH:17]=3)[CH:12]=[C:11]([C:19]3[CH:24]=[CH:23][C:22]([C:25](=[O:38])[N:26]([CH2:28][CH2:29][OH:30])[CH3:27])=[CH:21][CH:20]=3)[N:10]=2)[CH2:5][CH2:4]1)[CH3:2]. Reported procedure: Sequentially, the resulting 1-(4-ethylpiperazin-1-yl)-3-{4-(N-(2-benzyloxyethyl)-N-methylcarbamoyl]phenyl}isoquinoline (0.69 g) was converted into a hydrochloride in a conventional manner and then dissolved in methanol (50 ml). To the resulting solution was added 10% palladium/carbon catalyst (0.20 g), and the catalytic reduction was conducted at atmospheric pressure overnight. The catalyst was filtered off, while the solvent was evaporated, and the resulting residue was purified by silica gel c... The product is NC(=O)c1ccccc1N1CCc2cc(Cl)ccc21. RXN SMILES: [CH3:23][S:24]([CH3:25])=[O:26].[Cl:1][c:2]1[cH:3][c:4]2[c:8]([cH:9][cH:10]1)[NH:7][CH2:6][CH2:5]2.[F:13][c:14]1[c:15]([C:16](=[O:17])[NH2:18])[cH:19][cH:20][cH:21][cH:22]1.[H-:11].[Na+:12]>>[Cl:1][c:2]1[cH:3][c:4]2[c:8]([cH:9][cH:10]1)[N:7]([c:14]1[c:15]([C:16](=[O:17])[NH2:18])[cH:19][cH:20][cH:21][cH:22]1)[CH2:6][CH2:5]2. Starting materials: CS(C)=O, Clc1ccc2c(c1)CCN2, NC(=O)c1ccccc1F, [H-], [Na+]. Reactants: COC(=O)c1ccccc1S(=O)(=O)N=C=O, Cn1cc(Cl)nc(N)c1=O, C1COCCO1. Yields the product COC(=O)c1ccccc1S(=O)(=O)NC(=O)Nc1nc(Cl)cn(C)c1=O. As a reaction SMILES: [CH3:1][O:2][C:3](=[O:4])[c:5]1[c:6]([S:11](=[O:12])(=[O:13])[N:14]=[C:15]=[O:16])[cH:7][cH:8][cH:9][cH:10]1.[NH2:17][c:18]1[c:19](=[O:26])[n:20]([CH3:25])[cH:21][c:22]([Cl:24])[n:23]1.[O:27]1[CH2:28][CH2:29][O:30][CH2:31][CH2:32]1>>[CH3:1][O:2][C:3](=[O:4])[c:5]1[c:6]([S:11](=[O:12])(=[O:13])[NH:14][C:15](=[O:16])[NH:17][c:18]2[c:19](=[O:26])[n:20]([CH3:25])[cH:21][c:22]([Cl:24])[n:23]2)[cH:7][cH:8][cH:9][cH:10]1. Reactants: N[C@@H](C)C(=O)N1[C@@H](CC2CCCCC12)C(=O)O (1-[(S)-alanyl]octahydroindole-2(S)-carboxylic acid), C1(CCCCC1)CC(C(=O)O)=O (3-cyclohexyl-2-oxopropionic acid), C(#N)[BH3-].[Na+] (sodium cyanoborohydride). Product: C(=O)(O)C(CC1CCCCC1)N[C@@H](C)C(=O)N1[C@@H](CC2CCCCC12)C(=O)O (1-[N-(1-Carboxy-2-cyclohexylethyl)-(S)-alanyl]octahydroindole-2-(S)-carboxylic acid). Reaction SMILES: [NH2:1][C@H:2]([C:4]([N:6]1[CH:14]2[CH:9]([CH2:10][CH2:11][CH2:12][CH2:13]2)[CH2:8][C@H:7]1[C:15]([OH:17])=[O:16])=[O:5])[CH3:3].[CH:18]1([CH2:24][C:25](=O)[C:26]([OH:28])=[O:27])[CH2:23][CH2:22][CH2:21][CH2:20][CH2:19]1.C([BH3-])#N.[Na+]>>[C:26]([CH:25]([NH:1][C@H:2]([C:4]([N:6]1[CH:14]2[CH:9]([CH2:10][CH2:11][CH2:12][CH2:13]2)[CH2:8][C@H:7]1[C:15]([OH:17])=[O:16])=[O:5])[CH3:3])[CH2:24][CH:18]1[CH2:23][CH2:22][CH2:21][CH2:20][CH2:19]1)([OH:28])=[O:27] |f:2.3|. Reported procedure: Condense 1-[(S)-alanyl]octahydroindole-2(S)-carboxylic acid (prepared as described in Example 1) and 3-cyclohexyl-2-oxopropionic acid with sodium cyanoborohydride as described in Example 5 to obtain the title compound, Starting materials: COC1=CC=C(C=C1)B(O)O (4-methoxyphenylboronic acid), BrC=1C=C(C=NC1)CC1=C(N=C(C2=CC(=C(C=C12)OC)OC)C)O (4-((5-bromopyridin-3-yl)methyl)-6,7-dimethoxy-1-methylisoquinolin-3-ol), BrC=1C=C(C=NC1)CC1=C(N=C(C2=CC(=C(C=C12)OC)OC)C)O (4-((5-Bromopyridin-3-yl)methyl)-6,7-dimethoxy-1-methylisoquinolin-3-ol), C(=O)([O-])[O-].[Na+].[Na+] (Na2CO3), O (H2O). Reagents/catalysts: Cl[Pd]([P](C1=CC=CC=C1)(C2=CC=CC=C2)C3=CC=CC=C3)([P](C4=CC=CC=C4)(C5=CC=CC=C5)C6=CC=CC=C6)Cl (Pd(PPh3)2Cl2). The solvent is CCO (EtOH), C(OC)COC (dimethoxyethane), CCOC(=O)C (EtOAc). Product: COC=1C=C2C(=C(N=C(C2=CC1OC)C)O)CC=1C=NC=C(C1)C1=CC=C(C=C1)OC (6,7-dimethoxy-4-((5-(4-methoxyphenyl)pyridin-3-yl)methyl)-1-methylisoquinolin-3-ol). Reaction SMILES: Br[C:2]1[CH:3]=[C:4]([CH2:8][C:9]2[C:18]3[C:13](=[CH:14][C:15]([O:21][CH3:22])=[C:16]([O:19][CH3:20])[CH:17]=3)[C:12]([CH3:23])=[N:11][C:10]=2[OH:24])[CH:5]=[N:6][CH:7]=1.[CH3:25][O:26][C:27]1[CH:32]=[CH:31][C:30](B(O)O)=[CH:29][CH:28]=1.C([O-])([O-])=O.[Na+].[Na+].O>CCO.CCOC(C)=O.Cl[Pd](Cl)([P](C1C=CC=CC=1)(C1C=CC=CC=1)C1C=CC=CC=1)[P](C1C=CC=CC=1)(C1C=CC=CC=1)C1C=CC=CC=1.C(COC)OC>[CH3:20][O:19][C:16]1[CH:17]=[C:18]2[C:13](=[CH:14][C:15]=1[O:21][CH3:22])[C:12]([CH3:23])=[N:11][C:10]([OH:24])=[C:9]2[CH2:8][C:4]1[CH:5]=[N:6][CH:7]=[C:2]([C:30]2[CH:31]=[CH:32][C:27]([O:26][CH3:25])=[CH:28][CH:29]=2)[CH:3]=1 |f:2.3.4,^1:54,73|. Procedure details: To a stirred solution of 4-((5-bromopyridin-3-yl)methyl)-6,7-dimethoxy-1-methylisoquinolin-3-ol CCH 34166 (53 mg, 136 μmol) in absolute EtOH (0.9 mL) in a 20 mL microwave vial equipped with a magnetic stirrer were added 4-methoxyphenylboronic acid (41 mg, 270 μmol), Pd(PPh3)2Cl2 (10 mg, 14 μmol), a 2 N aq. Na2CO3 solution (0.30 mL, 0.60 mmol), H2O (2.7 mL) and dimethoxyethane (3.5 mL) and the resulting mixture was stirred at 140° C. for 25 min. After cooling to RT, the mixture was diluted with E...